From a dataset of the Open Reaction Database (ORD), a public repository of structured organic reaction records. describe an organic reaction: reactants, conditions, products, and yield The reactants are [Br-], C1CCOC1, C[Mg+], O=C1C(Cl)=C(Cl)C(=O)C(Cl)=C1Cl, O=[N+]([O-])c1ccc2[nH]ccc2c1. Yields the product Cc1c([N+](=O)[O-])ccc2[nH]ccc12. Reaction SMILES: [Br-:13].[CH2:28]1[O:29][CH2:30][CH2:31][CH2:32]1.[CH3:14][Mg+:15].[Cl:16][C:17]1=[C:26]([Cl:27])[C:24](=[O:25])[C:22]([Cl:23])=[C:20]([Cl:21])[C:18]1=[O:19].[N+:1](=[O:2])([O-:3])[c:4]1[cH:5][c:6]2[cH:7][cH:8][nH:9][c:10]2[cH:11][cH:12]1>>[N+:1](=[O:2])([O-:3])[c:4]1[c:5]([CH3:17])[c:6]2[cH:7][cH:8][nH:9][c:10]2[cH:11][cH:12]1. The reactants are BrB(Br)Br, COc1cccc(CC#N)c1, ClCCl, O. Product: N#CCc1cccc(O)c1. As a reaction SMILES: [B:12]([Br:13])([Br:14])[Br:15].[CH3:1][O:2][c:3]1[cH:4][c:5]([CH2:9][C:10]#[N:11])[cH:6][cH:7][cH:8]1.[Cl:17][CH2:18][Cl:19].[OH2:16]>>[OH:2][c:3]1[cH:4][c:5]([CH2:9][C:10]#[N:11])[cH:6][cH:7][cH:8]1. The reactants are CCOC(=O)c1c(C)[nH]c2ccc(OCC(O)CN)cc12, O=C1CCN(c2ccc(CC3SC(=O)NC3=O)cc2F)CC1. Product: CCOC(=O)c1c(C)[nH]c2ccc(OCC(O)CNC3CCN(c4ccc(CC5SC(=O)NC5=O)cc4F)CC3)cc12. As a reaction SMILES: [CH2:1]([CH3:2])[O:3][C:4](=[O:5])[c:6]1[c:7]([CH3:21])[nH:8][c:9]2[cH:10][cH:11][c:12]([O:15][CH2:16][CH:17]([CH2:18][NH2:19])[OH:20])[cH:13][c:14]12.[F:22][c:23]1[cH:24][c:25]([CH2:26][CH:27]2[C:28](=[O:33])[NH:29][C:30](=[O:32])[S:31]2)[cH:34][cH:35][c:36]1[N:37]1[CH2:38][CH2:39][C:40](=[O:43])[CH2:41][CH2:42]1>>[CH2:1]([CH3:2])[O:3][C:4](=[O:5])[c:6]1[c:7]([CH3:21])[nH:8][c:9]2[cH:10][cH:11][c:12]([O:15][CH2:16][CH:17]([CH2:18][NH:19][CH:40]3[CH2:39][CH2:38][N:37]([c:36]4[c:23]([F:22])[cH:24][c:25]([CH2:26][CH:27]5[C:28](=[O:33])[NH:29][C:30](=[O:32])[S:31]5)[cH:34][cH:35]4)[CH2:42][CH2:41]3)[OH:20])[cH:13][c:14]12. Starting materials: C([C@@H](O)CC(=O)O)(=O)O (L-malic acid), FC(C(=O)OC(C(F)(F)F)=O)(F)F (Trifluoroacetic anhydride), C(=O)(C(F)(F)F)OC(=O)C(F)(F)F (TFAA). Product: COC([C@@H](O)CC(=O)O)=O (L-malic acid monomethyl ester). Isolated yield 100.0%. RXN SMILES: [C:1]([OH:9])(=[O:8])[C@H:2]([CH2:4][C:5]([OH:7])=[O:6])[OH:3].F[C:11](F)(F)C(OC(=O)C(F)(F)F)=O>>[CH3:11][O:8][C:1](=[O:9])[C@H:2]([CH2:4][C:5]([OH:7])=[O:6])[OH:3]. Reported procedure: L-malic acid (10 g., 74.6 mmole) was placed in a 100 ml. round-bottom flask and cooled in an ice bath. Trifluoroacetic anhydride, TFAA, (25 ml.) was added to the flask and the suspension was stirred in the cold. Within 15 minutes a homogeneous solution was obtained. After stirring for 2 hours at a temperature of about 0° C., the TFAA and trifluoroacetic acid were removed by vacuum distillation at 0° C. The solid residue of L-malic anhydride trifluoroacetate represented by the formula ##STR84## w... Reactants: CCOC(=O)c1nc2c(C#N)c(C)c(Br)c(F)c2o1, C[Al](C)C, CNC, ClCCl, Cl, Cl. The product is Cc1c(Br)c(F)c2oc(C(=O)N(C)C)nc2c1C#N. RXN SMILES: [Br:9][c:10]1[c:11]([F:27])[c:12]2[c:13]([n:14][c:15]([C:17]([O:19][CH2:18][CH3:20])=[O:21])[o:16]2)[c:22]([C:25]#[N:26])[c:23]1[CH3:24].[CH3:1][Al:2]([CH3:3])[CH3:4].[CH3:6][NH:7][CH3:8].[Cl:29][CH2:30][Cl:31].[ClH:28].[ClH:5]>>[CH3:6][N:7]([CH3:8])[C:17]([c:15]1[n:14][c:13]2[c:12]([c:11]([F:27])[c:10]([Br:9])[c:23]([CH3:24])[c:22]2[C:25]#[N:26])[o:16]1)=[O:19].